This data is from the Open Reaction Database (ORD), a public repository of structured organic reaction records. The task is: describe an organic reaction: reactants, conditions, products, and yield The reactants are COc1ccc(Cl)cc1C(=O)NCCC1CCN(S(=O)(=O)NC(=S)NC2CC2)CC1, Cl, [Na+], [Na+], [Na+], [OH-], OO, O=S([O-])[O-]. Product: COc1ccc(Cl)cc1C(=O)NCCC1CCN(S(=O)(=O)NC(=O)NC2CC2)CC1. Reaction SMILES: [Cl:3][c:4]1[cH:5][cH:6][c:7]([O:31][CH3:32])[c:8]([C:9](=[O:10])[NH:11][CH2:12][CH2:13][CH:14]2[CH2:15][CH2:16][N:17]([S:20](=[O:21])(=[O:22])[NH:23][C:24](=[S:25])[NH:26][CH:27]3[CH2:28][CH2:29]3)[CH2:18][CH2:19]2)[cH:30]1.[ClH:39].[Na+:37].[Na+:38].[Na+:41].[OH-:40].[OH:1][OH:2].[S:33](=[O:34])([O-:35])[O-:36]>>[Cl:3][c:4]1[cH:5][cH:6][c:7]([O:31][CH3:32])[c:8]([C:9](=[O:10])[NH:11][CH2:12][CH2:13][CH:14]2[CH2:15][CH2:16][N:17]([S:20](=[O:21])(=[O:22])[NH:23][C:24]([NH:26][CH:27]3[CH2:28][CH2:29]3)=[O:34])[CH2:18][CH2:19]2)[cH:30]1. As a reaction SMILES: [CH3:13][OH:14].[F:1][C:2]([N:3]([F:4])[F:5])([CH2:6][CH2:7][S:8][CH3:9])[C:10](=[O:11])[OH:12]>>[F:1][C:2]([N:3]([F:4])[F:5])([CH2:6][CH2:7][S:8][CH3:9])[C:10]([O:11][CH3:13])=[O:12]. The product is COC(=O)C(F)(CCSC)N(F)F. Reactants: CO, CSCCC(F)(C(=O)O)N(F)F. Reactants: CC(=O)Cl, CO, COc1cccc2c1ccc1nc3cccc(C(=O)O)c3nc12. The product is COC(=O)c1cccc2nc3ccc4c(OC)cccc4c3nc12. As a reaction SMILES: [CH3:1][C:2](=[O:3])[Cl:4].[CH3:28][OH:29].[CH3:5][O:6][c:7]1[cH:8][cH:9][cH:10][c:11]2[c:12]1[cH:13][cH:14][c:15]1[n:16][c:17]3[cH:18][cH:19][cH:20][c:21]([C:25](=[O:26])[OH:27])[c:22]3[n:23][c:24]21>>[CH3:1][O:26][C:25]([c:21]1[cH:20][cH:19][cH:18][c:17]2[n:16][c:15]3[cH:14][cH:13][c:12]4[c:7]([O:6][CH3:5])[cH:8][cH:9][cH:10][c:11]4[c:24]3[n:23][c:22]21)=[O:27]. The reactants are O=C(O)C(=O)N1CCC(Cc2ccccc2)CC1, Nc1ccc2c(c1)CS(=O)(=O)N2. Product: O=C(Nc1ccc2c(c1)CS(=O)(=O)N2)C(=O)N1CCC(Cc2ccccc2)CC1. As a reaction SMILES: [CH2:1]([c:2]1[cH:3][cH:4][cH:5][cH:6][cH:7]1)[CH:8]1[CH2:9][CH2:10][N:11]([C:14]([C:15](=[O:16])[OH:17])=[O:18])[CH2:12][CH2:13]1.[NH2:19][c:20]1[cH:21][cH:22][c:23]2[c:24]([cH:30]1)[CH2:25][S:26](=[O:28])(=[O:29])[NH:27]2>>[CH2:1]([c:2]1[cH:3][cH:4][cH:5][cH:6][cH:7]1)[CH:8]1[CH2:9][CH2:10][N:11]([C:14]([C:15](=[O:17])[NH:19][c:20]2[cH:21][cH:22][c:23]3[c:24]([cH:30]2)[CH2:25][S:26](=[O:28])(=[O:29])[NH:27]3)=[O:18])[CH2:12][CH2:13]1. The reactants are [BH4-], CCO, CC(=O)CCOc1ccc(F)cc1, [Na+]. The product is CC(O)CCOc1ccc(F)cc1. Reaction SMILES: [BH4-:14].[CH3:16][CH2:17][OH:18].[F:1][c:2]1[cH:3][cH:4][c:5]([O:6][CH2:7][CH2:8][C:9]([CH3:10])=[O:11])[cH:12][cH:13]1.[Na+:15]>>[F:1][c:2]1[cH:3][cH:4][c:5]([O:6][CH2:7][CH2:8][CH:9]([CH3:10])[OH:11])[cH:12][cH:13]1. The reactants are CC#N, CCN(C(C)C)C(C)C, N#Cc1cc(Cl)ccc1N1CCc2ncnc(Cl)c2C1, COc1ccc(C(N)CO)cn1. As a reaction SMILES: [CH3:42][C:43]#[N:44].[CH:33]([N:34]([CH2:35][CH3:36])[CH:37]([CH3:38])[CH3:39])([CH3:40])[CH3:41].[Cl:1][c:2]1[cH:3][cH:4][c:5]([N:10]2[CH2:11][c:12]3[c:13]([n:14][cH:15][n:16][c:17]3[Cl:18])[CH2:19][CH2:20]2)[c:6]([C:7]#[N:8])[cH:9]1.[NH2:21][CH:22]([CH2:23][OH:24])[c:25]1[cH:26][n:27][c:28]([O:31][CH3:32])[cH:29][cH:30]1>>[Cl:1][c:2]1[cH:3][cH:4][c:5]([N:10]2[CH2:11][c:12]3[c:13]([n:14][cH:15][n:16][c:17]3[NH:21][CH:22]([CH2:23][OH:24])[c:25]3[cH:26][n:27][c:28]([O:31][CH3:32])[cH:29][cH:30]3)[CH2:19][CH2:20]2)[c:6]([C:7]#[N:8])[cH:9]1. The product is COc1ccc(C(CO)Nc2ncnc3c2CN(c2ccc(Cl)cc2C#N)CC3)cn1. The reactants are O (water), COC1=CC=C2N=CC(NC2=C1)=O (7-Methoxyquinoxalin-2(1H)-one), C(C)(C)(C)[Si](C1=CC=CC=C1)(C1=CC=CC=C1)OCC(CI)F (tert-Butyl (2-fluoro-3-iodopropoxy)diphenyl silane), C([O-])([O-])=O.[Cs+].[Cs+] (Cesium carbonate). The solvent is CN(C=O)C (N,N-dimethylformamide). Conditions: time 16 hour. Product: [Si](C1=CC=CC=C1)(C1=CC=CC=C1)(C(C)(C)C)OCC(CN1C(C=NC2=CC=C(C=C12)OC)=O)F (1-(3-{[tert-Butyl(diphenyl)silyl]oxy}-2-fluoropropyl)-7-methoxyquinoxalin-2(1H)-one). The yield is 24.9%. Reaction SMILES: [CH3:1][O:2][C:3]1[CH:12]=[C:11]2[C:6]([N:7]=[CH:8][C:9](=[O:13])[NH:10]2)=[CH:5][CH:4]=1.[C:14]([Si:18]([O:31][CH2:32][CH:33]([F:36])[CH2:34]I)([C:25]1[CH:30]=[CH:29][CH:28]=[CH:27][CH:26]=1)[C:19]1[CH:24]=[CH:23][CH:22]=[CH:21][CH:20]=1)([CH3:17])([CH3:16])[CH3:15].C(=O)([O-])[O-].[Cs+].[Cs+].O>CN(C)C=O>[Si:18]([O:31][CH2:32][CH:33]([F:36])[CH2:34][N:10]1[C:11]2[C:6](=[CH:5][CH:4]=[C:3]([O:2][CH3:1])[CH:12]=2)[N:7]=[CH:8][C:9]1=[O:13])([C:14]([CH3:16])([CH3:17])[CH3:15])([C:25]1[CH:26]=[CH:27][CH:28]=[CH:29][CH:30]=1)[C:19]1[CH:20]=[CH:21][CH:22]=[CH:23][CH:24]=1 |f:2.3.4|. Reported procedure: 7-Methoxyquinoxalin-2(1H)-one (synthesized with Reference to WO2009/1126; 1.50 g, 8.50 mmol) and tert-butyl(2-fluoro-3-iodopropoxy)diphenylsilane (Reference Example 29; 5.64 mmol, 12.75 mmol) were dissolved in N,N-dimethylformamide (60 ml). Cesium carbonate (3.88 g, 11.90 mmol) was added to the solution, and the mixture was stirred at room temperature for 16 hours. After completion of the reaction, water was added to the reaction solution which was then extracted with ethyl acetate. The extract ...